From a dataset of the Open Reaction Database (ORD), a public repository of structured organic reaction records. describe an organic reaction: reactants, conditions, products, and yield Starting materials: ClC=1C2=C(SC1C(=O)O)C(=C(C(=C2)O)O)[N+](=O)[O-] (3-Chloro-5,6-dihydroxy-7-nitro-benzo[b]thiophene-2-carboxylic acid), S(=O)(Cl)Cl (thionyl chloride), C(C)O (ethanol). Product: C(C)OC(=O)C1=C(C2=C(S1)C(=C(C(=C2)O)O)[N+](=O)[O-])Cl (3-Chloro-5,6-dihydroxy-7-nitro-benzo[b]thiophene-2-carboxylic acid ethyl ester). As a reaction SMILES: [Cl:1][C:2]1[C:3]2[CH:13]=[C:12]([OH:14])[C:11]([OH:15])=[C:10]([N+:16]([O-:18])=[O:17])[C:4]=2[S:5][C:6]=1[C:7]([OH:9])=[O:8].S(Cl)(Cl)=O.[CH2:23](O)[CH3:24]>>[CH2:23]([O:8][C:7]([C:6]1[S:5][C:4]2[C:10]([N+:16]([O-:18])=[O:17])=[C:11]([OH:15])[C:12]([OH:14])=[CH:13][C:3]=2[C:2]=1[Cl:1])=[O:9])[CH3:24]. Reported procedure: 3-Chloro-5,6-dihydroxy-7-nitro-benzo[b]thiophene-2-carboxylic acid (70 mg) from Example 4, ethanol (2 ml) and thionyl chloride (0.16 ml) were refluxed for 4 hours. Ethanol was evaporated. The residue was heated with absolute ethanol and the hot mixture was filtered. The product was dried under vacuum. Starting materials: CCO, CN1CCc2c(Cl)ccc([N+](=O)[O-])c2CC1, [H][H], O=[Pt]=O. Product: CN1CCc2c(N)ccc(Cl)c2CC1. As a reaction SMILES: [CH3:22][CH2:23][OH:24].[Cl:1][c:2]1[cH:3][cH:4][c:5]([N+:14]([O-:15])=[O:16])[c:6]2[c:12]1[CH2:11][CH2:10][N:9]([CH3:13])[CH2:8][CH2:7]2.[H:17][H:18].[Pt:19](=[O:20])=[O:21]>>[Cl:1][c:2]1[cH:3][cH:4][c:5]([NH2:14])[c:6]2[c:12]1[CH2:11][CH2:10][N:9]([CH3:13])[CH2:8][CH2:7]2. Reactants: C(C)(=O)NC1=C2CCC(CC2=CC=C1)N(CCC)CCC (5-acetylamino-2-di-n-propylamino-tetraline), C(C=C)Br (allylbromide). Product: C(C)(=O)N(CC=C)C1=C2CCC(CC2=CC=C1)N(CCC)CCC (5-(N-Acetyl-N-allyl-amino)-2-di-n-propylamino-tetraline). Reaction SMILES: [C:1]([NH:4][C:5]1[CH:14]=[CH:13][CH:12]=[C:11]2[C:6]=1[CH2:7][CH2:8][CH:9]([N:15]([CH2:19][CH2:20][CH3:21])[CH2:16][CH2:17][CH3:18])[CH2:10]2)(=[O:3])[CH3:2].[CH2:22](Br)[CH:23]=[CH2:24]>>[C:1]([N:4]([C:5]1[CH:14]=[CH:13][CH:12]=[C:11]2[C:6]=1[CH2:7][CH2:8][CH:9]([N:15]([CH2:16][CH2:17][CH3:18])[CH2:19][CH2:20][CH3:21])[CH2:10]2)[CH2:24][CH:23]=[CH2:22])(=[O:3])[CH3:2]. Procedure: Starting from 2.88 g (0.010 mol) of 5-acetylamino-2-di-n-propylamino-tetraline (Example 4.3.4) and 1.45 g (0.012 mol) of allylbromide, the title compound is obtained analogously to Example 4.7.1 in the form of a non-crystallising syrup in a yield of 2.25 g (68.4% of theory) and with an Rf value of 0.66 (solvent mixture as specified in 4.7.1). Reactants: O1[C@@H](CCC1)C(=O)Cl ((S)-tetrahydrofuran-2-carbonyl chloride), O1[C@@H](CCC1)C(=O)Cl ((S)-tetrahydrofuran-2-carbonyl chloride), CCOCC.C(Cl)Cl (ether DCM), Br (Hydrogen bromide). Run at temperature 0 celsius, time 20 minute. Yields the product BrCC(=O)[C@H]1OCCC1 ((S)-2-bromo-1-(tetrahydrofuran-2-yl)ethanone). The yield is 35.0%. As a reaction SMILES: [O:1]1[CH2:5][CH2:4][CH2:3][C@H:2]1[C:6](Cl)=[O:7].[BrH:9].[CH3:10]COCC.C(Cl)Cl>>[Br:9][CH2:10][C:6]([C@@H:2]1[CH2:3][CH2:4][CH2:5][O:1]1)=[O:7] |f:2.3|. Procedure: To a 250-mL three neck round-bottom flask, which was purged and maintained with an inert atmosphere of nitrogen, was added a solution of (diazomethyl)trimethylsilane (20 mL, 2 M in hexane) in ether (150 mL). A solution of (S)-tetrahydrofuran-2-carbonyl chloride (compound 257.1, 5.00 g, 37.2 mmol, 1.00 equiv) in ether/DCM (25/10 mL) was added dropwise at 0° C. and stirred for 20 min at 0° C. Hydrogen bromide (48%) (8 mL, 1.50 equiv) was added dropwise. The resulting solution was stiffed for 30 mi... Reactants: NCCCCN1CCN(CCO)CC1, Cc1cc(F)c(COc2nsc(NC(=O)Oc3ccccc3)c2C(N)=O)c(F)c1F. Product: Cc1cc(F)c(COc2nsc(NC(=O)NCCCCN3CCN(CCO)CC3)c2C(N)=O)c(F)c1F. As a reaction SMILES: [NH2:31][CH2:32][CH2:33][CH2:34][CH2:35][N:36]1[CH2:37][CH2:38][N:39]([CH2:42][CH2:43][OH:44])[CH2:40][CH2:41]1.[c:1]1([O:2][C:8]([NH:9][c:10]2[c:11]([C:27]([NH2:28])=[O:29])[c:12]([O:15][CH2:16][c:17]3[c:18]([F:26])[c:19]([F:25])[c:20]([CH3:24])[cH:21][c:22]3[F:23])[n:13][s:14]2)=[O:30])[cH:3][cH:4][cH:5][cH:6][cH:7]1>>[C:8]([NH:9][c:10]1[c:11]([C:27]([NH2:28])=[O:29])[c:12]([O:15][CH2:16][c:17]2[c:18]([F:26])[c:19]([F:25])[c:20]([CH3:24])[cH:21][c:22]2[F:23])[n:13][s:14]1)(=[O:30])[NH:31][CH2:32][CH2:33][CH2:34][CH2:35][N:36]1[CH2:37][CH2:38][N:39]([CH2:42][CH2:43][OH:44])[CH2:40][CH2:41]1. Reactants: C(O)([O-])=O.[Na+] (sodium hydrogen carbonate), COC1=CC=C(C[C@@H](N)C(=O)O)C=C1 (O-methyl-D-tyrosine), O1CCOCC1 (1,4-dioxane), N(=O)[O-].[Na+] (sodium nitrite), S(O)(O)(=O)=O (sulfuric acid). Yields the product O[C@@H](C(=O)OCC)CC1=CC=C(C=C1)OC (Ethyl (2R)-2-hydroxy-3-(4-methoxyphenyl)propanoate). Reaction SMILES: [CH3:1][O:2][C:3]1[CH:14]=[CH:13][C:6]([CH2:7][C@H:8]([C:10]([OH:12])=[O:11])N)=[CH:5][CH:4]=1.S(=O)(=O)(O)O.N([O-])=O.[Na+].C(=O)([O-])[OH:25].[Na+].O1CCO[CH2:31][CH2:30]1>>[OH:25][C@H:8]([CH2:7][C:6]1[CH:13]=[CH:14][C:3]([O:2][CH3:1])=[CH:4][CH:5]=1)[C:10]([O:12][CH2:30][CH3:31])=[O:11] |f:2.3,4.5|. Procedure: Commercially available O-methyl-D-tyrosine (5.00 g) was dissolved in 1,4-dioxane (62.5 ml), and thereto were added successively dropwise an aqueous sulfuric acid solution (5.4 g/17.5 ml of water) and an aqueous sodium nitrite solution (6.3 g/15.0 ml of water) under ice-cooling, and the mixture was stirred at room temperature. Ten hours later, to the reaction solution was added a saturated aqueous sodium hydrogen carbonate solution, and the mixture was extracted with ethyl acetate. The organic la... Product: FC=1C=C(C=CC1OC1=C2C(=NC=C1)NN=C2C)NC(=O)C2C(NCC2)=O (N-(3-fluoro-4-(3-methyl-1H-pyrazolo[3,4-b]pyridin-4-yloxy)phenyl)-2-oxopyrrolidine-3-carboxamide). The reactants are COC1=CC=C(CN2N=C(C=3C2=NC=CC3OC3=C(C=C(C=C3)NC(=O)C3C(NCC3)=O)F)C)C=C1 (N-(4-(1-(4-methoxybenzyl)-3-methyl-1H-pyrazolo[3,4-b]pyridin-4-yloxy)-3-fluorophenyl)-2-oxopyrrolidine-3-carboxamide), FC(C(=O)O)(F)F (2,2,2-trifluoroacetic acid). The yield is 87.7%. RXN SMILES: COC1C=CC(C[N:8]2[C:12]3=[N:13][CH:14]=[CH:15][C:16]([O:17][C:18]4[CH:23]=[CH:22][C:21]([NH:24][C:25]([CH:27]5[CH2:31][CH2:30][NH:29][C:28]5=[O:32])=[O:26])=[CH:20][C:19]=4[F:33])=[C:11]3[C:10]([CH3:34])=[N:9]2)=CC=1.FC(F)(F)C(O)=O>>[F:33][C:19]1[CH:20]=[C:21]([NH:24][C:25]([CH:27]2[CH2:31][CH2:30][NH:29][C:28]2=[O:32])=[O:26])[CH:22]=[CH:23][C:18]=1[O:17][C:16]1[CH:15]=[CH:14][N:13]=[C:12]2[NH:8][N:9]=[C:10]([CH3:34])[C:11]=12. Reported procedure: A 100 mL round-bottomed flask was charged with N-(4-(1-(4-methoxybenzyl)-3-methyl-1H-pyrazolo[3,4-b]pyridin-4-yloxy)-3-fluorophenyl)-2-oxopyrrolidine-3-carboxamide (22.3 mg, 0.046 mmol) and 2,2,2-trifluoroacetic acid (259.7 mg, 2.28 mmol). The reaction mixture was stirred at 60° C. until LC-MS showed that the starting material was consumed (8 hour). The CF3COOH was removed under reduced pressure and the residue purified by column (Silica gel, DCM/7 M NH3 in MeOH from 50/1 to 10/1, v/v) to give t... Reaction conditions: temperature 60 celsius.